From a dataset of the Open Reaction Database (ORD), a public repository of structured organic reaction records. describe an organic reaction: reactants, conditions, products, and yield Starting materials: CC(C)(C)OC(=O)N(Cc1ccccc1)C(Cc1ccc2ccccc2c1)C(=O)O, COC(=O)CN, CCN=C=NCCCN(C)C, ClCCl, Cl, O, On1nnc2ccccc21. Product: COC(=O)CNC(=O)C(Cc1ccc2ccccc2c1)N(Cc1ccccc1)C(=O)OC(C)(C)C. Reaction SMILES: [CH2:1]([c:2]1[cH:3][cH:4][cH:5][cH:6][cH:7]1)[N:8]([CH:9]([CH2:10][c:11]1[cH:12][c:13]2[cH:14][cH:15][cH:16][cH:17][c:18]2[cH:19][cH:20]1)[C:21](=[O:22])[OH:23])[C:24](=[O:25])[O:26][C:27]([CH3:28])([CH3:29])[CH3:30].[CH3:32][O:33][C:34]([CH2:35][NH2:36])=[O:37].[CH3:49][N:50]([CH3:51])[CH2:52][CH2:53][CH2:54][N:55]=[C:56]=[N:57][CH2:58][CH3:59].[Cl:60][CH2:61][Cl:62].[ClH:31].[OH2:38].[OH:39][n:40]1[c:41]2[cH:42][cH:43][cH:44][cH:45][c:46]2[n:47][n:48]1>>[CH2:1]([c:2]1[cH:3][cH:4][cH:5][cH:6][cH:7]1)[N:8]([CH:9]([CH2:10][c:11]1[cH:12][c:13]2[cH:14][cH:15][cH:16][cH:17][c:18]2[cH:19][cH:20]1)[C:21](=[O:22])[NH:36][CH2:35][C:34]([O:33][CH3:32])=[O:37])[C:24](=[O:25])[O:26][C:27]([CH3:28])([CH3:29])[CH3:30]. Starting materials: C1CCOC1, CCCS, FC(F)(F)c1cnc(Cl)c(Cl)c1, [H-], [Na+]. The product is CCCSc1ncc(C(F)(F)F)cc1Cl. Reaction SMILES: [CH2:19]1[O:20][CH2:21][CH2:22][CH2:23]1.[CH2:1]([CH2:2][CH3:3])[SH:4].[Cl:7][c:8]1[n:9][cH:10][c:11]([C:15]([F:16])([F:17])[F:18])[cH:12][c:13]1[Cl:14].[H-:5].[Na+:6]>>[CH2:1]([CH2:2][CH3:3])[S:4][c:8]1[n:9][cH:10][c:11]([C:15]([F:16])([F:17])[F:18])[cH:12][c:13]1[Cl:14]. Starting materials: BrC1=CC=C(C=C1)CC(C(=O)O)=O (3-(4-bromophenyl)-2-oxopropionic acid), C1CCC2=NCCCN2CC1 (DBU), IC (iodomethane). Solvent: CN(C)C=O (DMF). Reaction conditions: time 2.5 hour. Product: BrC1=CC=C(C=C1)CC(C(=O)OC)=O (Methyl (4-bromophenyl)pyruvate). The yield is 68.0%. As a reaction SMILES: [Br:1][C:2]1[CH:7]=[CH:6][C:5]([CH2:8][C:9](=[O:13])[C:10]([OH:12])=[O:11])=[CH:4][CH:3]=1.[CH2:14]1CCN2C(=NCCC2)CC1.IC>CN(C=O)C>[Br:1][C:2]1[CH:3]=[CH:4][C:5]([CH2:8][C:9](=[O:13])[C:10]([O:12][CH3:14])=[O:11])=[CH:6][CH:7]=1. Procedure details: To a solution of 3-(4-bromophenyl)-2-oxopropionic acid (70.0 mg, 0.288 mmol) in DMF (2 mL) at 0° C. was added DBU (72.2 mg, 0.288 mmol) and iodomethane (204 mg, 1.440 mmol). The reaction mixture was stirred for 2.5 hours at the same temperature. The reaction was acidified with 1 M HCl and extraction with ether (3×25 mL), drying (MgSO4), concentrated under reduced pressure and dried on vacuum to get the light brown oily compound B18 in 68% yield and used as such in next step. Starting materials: CC(=O)O, O, O=c1cc(O)c2ccccc2o1, O=S(=O)(O)O. Yields the product O=c1ccc2ccccc2o1. Reaction SMILES: [CH3:13][C:14](=[O:15])[OH:16].[OH2:22].[OH:1][c:2]1[cH:3][c:4](=[O:12])[o:5][c:6]2[cH:7][cH:8][cH:9][cH:10][c:11]12.[S:17](=[O:18])(=[O:19])([OH:20])[OH:21]>>[cH:2]1[cH:3][c:4](=[O:12])[o:5][c:6]2[cH:7][cH:8][cH:9][cH:10][c:11]12. Procedure details: A suspension of 800 mg of 17α-acetoxy-9α-bromo-11β-hydroxy-6α,16β-dimethyl-1,4-pregnadiene-3,20-dione in 8 ml of acetone is stirred with 1.2 g of finely triturated potassium carbonate for 22 hours at room temperature. The potassium carbonate is suctioned off and the filtrate concentrated to dryness under vacuum. The crude product is purified on 100 g of silica gel with a hexane-ethyl acetate gradient (0-50% ethyl acetate), thus isolating 480 mg of 17α-acetoxy-9,11β-epoxy-6α,16β-dimethyl-1,4-preg... Solvent: CC(=O)C (acetone). RXN SMILES: [C:1]([O:4][C@:5]1([C@:25]2([CH3:26])[C@H:11]([C@H:12]3[C@:22](Br)([C@@H:23]([OH:27])[CH2:24]2)[C@:20]2([CH3:21])[C:15](=[CH:16][C:17](=[O:29])[CH:18]=[CH:19]2)[C@@H:14]([CH3:30])[CH2:13]3)[CH2:10][C@@H:9]1[CH3:31])[C:6](=[O:8])[CH3:7])(=[O:3])[CH3:2].C(=O)([O-])[O-].[K+].[K+]>CC(C)=O>[C:1]([O:4][C@:5]1([C@:25]2([CH3:26])[C@H:11]([C@H:12]3[C@@:22]4([O:27][C@H:23]4[CH2:24]2)[C@:20]2([CH3:21])[C:15](=[CH:16][C:17](=[O:29])[CH:18]=[CH:19]2)[C@@H:14]([CH3:30])[CH2:13]3)[CH2:10][C@@H:9]1[CH3:31])[C:6](=[O:8])[CH3:7])(=[O:3])[CH3:2] |f:1.2.3|. Yields the product C(C)(=O)O[C@]1(C(C)=O)[C@H](C[C@H]2[C@@H]3C[C@@H](C4=CC(C=C[C@]4(C)[C@@]34[C@H](C[C@]12C)O4)=O)C)C (17α-acetoxy-9,11β-epoxy-6α,16β-dimethyl-1,4-pregnadiene-3,20-dione). Reactants: C([O-])([O-])=O.[K+].[K+] (potassium carbonate), C(C)(=O)O[C@]1(C(C)=O)[C@H](C[C@H]2[C@@H]3C[C@@H](C4=CC(C=C[C@]4(C)[C@]3([C@H](C[C@]12C)O)Br)=O)C)C (17α-acetoxy-9α-bromo-11β-hydroxy-6α,16β-dimethyl-1,4-pregnadiene-3,20-dione), C([O-])([O-])=O.[K+].[K+] (potassium carbonate). Isolated yield 71.8%.